From a dataset of the Open Reaction Database (ORD), a public repository of structured organic reaction records. describe an organic reaction: reactants, conditions, products, and yield Starting materials: CC=1C=CC(=CC1)C(=O)C2=CC=C(N2C)CC(=O)O (tolmetin), ClC1=CC=C(C(=O)C2=C(C=C(N2C)CC2=NC=C(C=C2)N)C)C=C1 ({2-[5-(4-Chlorobenzoyl)-1,4-dimethyl-1H-pyrrol-2-ylmethyl]pyridin-5-yl}amine), methyl ester, methyl ester, CC=1C=C(N(C1C(=O)C=2C=CC(=CC2)Cl)C)CC(=O)O (zomepirac), CN(C(=O)Cl)C (dimethylcarbamoyl chloride). The solvent is N1=CC=CC=C1 (pyridine). Run at time 96 hour. The product is ClC1=CC=C(C(=O)C2=C(C=C(N2C)CC2=NC=C(C=C2)NC(=O)N(C)C)C)C=C1 (1-{2-[5-(4-chlorobenzoyl)-1,4-dimethyl-1H-pyrrol-2-ylmethyl]pyridin-5-yl}-3,3-dimethylurea). Isolated yield 57.0%. RXN SMILES: [Cl:1][C:2]1[CH:24]=[CH:23][C:5]([C:6]([C:8]2[N:12]([CH3:13])[C:11]([CH2:14][C:15]3[CH:20]=[CH:19][C:18]([NH2:21])=[CH:17][N:16]=3)=[CH:10][C:9]=2[CH3:22])=[O:7])=[CH:4][CH:3]=1.CC1C=C(CC(O)=O)N(C)C=1C(C1C=CC(Cl)=CC=1)=O.CC1C=CC(C(C2N(C)C(CC(O)=O)=CC=2)=O)=CC=1.[CH3:64][N:65]([CH3:69])[C:66](Cl)=[O:67]>N1C=CC=CC=1>[Cl:1][C:2]1[CH:3]=[CH:4][C:5]([C:6]([C:8]2[N:12]([CH3:13])[C:11]([CH2:14][C:15]3[CH:20]=[CH:19][C:18]([NH:21][C:66]([N:65]([CH3:69])[CH3:64])=[O:67])=[CH:17][N:16]=3)=[CH:10][C:9]=2[CH3:22])=[O:7])=[CH:23][CH:24]=1. Procedure: {2-[5-(4-Chlorobenzoyl)-1,4-dimethyl-1H-pyrrol-2-ylmethyl]pyridin-5-yl}amine [prepared by the method described in Example 5, but substituting the methyl ester of zomepirac for the methyl ester of tolmetin in Step (a)] (0.45 g, 1.32 mmol) and dimethylcarbamoyl chloride (0.13 ml, 1.46 mmol) were dissolved in pyridine (6.6 ml), and the mixture was stirred at room temperature for 96 h. The solvents were removed in vacuo and the residue was crystallized from chloroform-hexane mixture to give 1-{2-[5-...